Dataset: the Open Reaction Database (ORD), a public repository of structured organic reaction records. Task: describe an organic reaction: reactants, conditions, products, and yield Reactants: C=CCC1CC(OCc2ccccc2)CN1C(=O)C(Cc1ccc(F)cc1)NC(=O)OC(C)(C)C, ClCCl, O=C(O)C(F)(F)F. Product: C=CCC1CC(OCc2ccccc2)CN1C(=O)C(N)Cc1ccc(F)cc1. As a reaction SMILES: [C:1]([O:2][C:3](=[O:4])[NH:7][CH:8]([C:9](=[O:10])[N:11]1[CH:12]([CH2:24][CH:25]=[CH2:26])[CH2:13][CH:14]([O:16][CH2:17][c:18]2[cH:19][cH:20][cH:21][cH:22][cH:23]2)[CH2:15]1)[CH2:27][c:28]1[cH:29][cH:30][c:31]([F:34])[cH:32][cH:33]1)([CH3:5])([CH3:6])[CH3:35].[CH2:43]([Cl:44])[Cl:45].[OH:36][C:37]([C:38]([F:39])([F:40])[F:41])=[O:42]>>[NH2:7][CH:8]([C:9](=[O:10])[N:11]1[CH:12]([CH2:24][CH:25]=[CH2:26])[CH2:13][CH:14]([O:16][CH2:17][c:18]2[cH:19][cH:20][cH:21][cH:22][cH:23]2)[CH2:15]1)[CH2:27][c:28]1[cH:29][cH:30][c:31]([F:34])[cH:32][cH:33]1. Starting materials: C1(CCCCC1)N=C=NC1CCCCC1 (Dicyclohexylcarbodiimide), CC1=CC=2C3=C(N(C2C=C1)CC(O)C1=CC=NC=C1)CCN1CCCC13 (2-(10-Methyl-2,3,5,6-tetrahydro-1H-indolizino[7,8-b]indol-7(11cH)-yl)-1-(pyridin-4-yl)ethanol), C(CCC(=O)O)(=O)O (succinic acid), CN(C)C1=NC=CC=C1 (dimethylaminopyridine). Run in C(Cl)Cl (DCM), C(Cl)Cl (DCM). Conditions: time 2 hour. Yields the product CC1=CC=2C3=C(N(C2C=C1)CC(OC(CCC(=O)O)=O)C1=CC=NC=C1)CCN1CCCC13 (4-(2-(10-methyl-2,3,5,6-tetrahydro-1H-indolizino[7,8-b]indol-7(11cH)-yl)-1-(pyridin-4-yl)ethoxy)-4-oxobutanoic acid). Isolated yield 21.5%. As a reaction SMILES: [CH3:1][C:2]1[CH:10]=[CH:9][C:8]2[N:7]([CH2:11][CH:12]([C:14]3[CH:19]=[CH:18][N:17]=[CH:16][CH:15]=3)[OH:13])[C:6]3[CH2:20][CH2:21][N:22]4[CH:26]([C:5]=3[C:4]=2[CH:3]=1)[CH2:25][CH2:24][CH2:23]4.[C:27](O)(=[O:33])[CH2:28][CH2:29][C:30]([OH:32])=[O:31].CN(C1C=CC=CN=1)C.C1(N=C=NC2CCCCC2)CCCCC1>C(Cl)Cl>[CH3:1][C:2]1[CH:10]=[CH:9][C:8]2[N:7]([CH2:11][CH:12]([C:14]3[CH:19]=[CH:18][N:17]=[CH:16][CH:15]=3)[O:13][C:27](=[O:33])[CH2:28][CH2:29][C:30]([OH:32])=[O:31])[C:6]3[CH2:20][CH2:21][N:22]4[CH:26]([C:5]=3[C:4]=2[CH:3]=1)[CH2:25][CH2:24][CH2:23]4. Reported procedure: 2-(10-Methyl-2,3,5,6-tetrahydro-1H-indolizino[7,8-b]indol-7(11cH)-yl)-1-(pyridin-4-yl)ethanol (350 mg, 1 mmol), succinic acid (118 mg, 1 mmol) and dimethylaminopyridine (122 mg, 1 mmol) in DCM (20 mL) were stirred at RT. Dicyclohexylcarbodiimide (206 mg, 1.6 mmol) in DCM (20 mL) was added dropwise and the reaction mixture was stirred at RT for 2 h. The reaction mixture was concentrated to obtain the crude product that was purified by reverse phase HPLC to yield 4-(2-(10-methyl-2,3,5,6-tetrahydro...